Dataset: the Open Reaction Database (ORD), a public repository of structured organic reaction records. Task: describe an organic reaction: reactants, conditions, products, and yield As a reaction SMILES: [S:1]([OH:5])([OH:4])(=[O:3])=[O:2].[NH2:6][C:7](=[NH:14])[NH:8][CH2:9][CH2:10][CH2:11][CH2:12][NH2:13].[NH2:15][C:16](=[NH:23])[NH:17][CH2:18][CH2:19][CH2:20][CH2:21][NH2:22].[C:24]([O:29][CH2:30][CH2:31][N:32]=[C:33]=[O:34])(=[O:28])[C:25]([CH3:27])=[CH2:26]>C(O)C>[S:1]([O-:5])([O-:4])(=[O:3])=[O:2].[C:24]([O:29][CH2:30][CH2:31][NH:32][C:33]([NH:13][CH2:12][CH2:11][CH2:10][CH2:9][NH:8][C:7]([NH2:6])=[NH2+:14])=[O:34])(=[O:28])[C:25]([CH3:27])=[CH2:26].[C:24]([O:29][CH2:30][CH2:31][NH:32][C:33]([NH:22][CH2:21][CH2:20][CH2:19][CH2:18][NH:17][C:16]([NH2:15])=[NH2+:23])=[O:34])(=[O:28])[C:25]([CH3:27])=[CH2:26] |f:0.1.2,5.6.7|. The product is S(=O)(=O)([O-])[O-].C(C(=C)C)(=O)OCCNC(=O)NCCCCNC(=[NH2+])N.C(C(=C)C)(=O)OCCNC(=O)NCCCCNC(=[NH2+])N (4-(2-(methacryloyloxy)ethylaminocarbonylamino)butyl guanidinium hemisulfate). Reactants: S(=O)(=O)(O)O.NC(NCCCCN)=N.NC(NCCCCN)=N (agmatine hemisulfate), C(C(=C)C)(=O)OCCN=C=O (2-isocyanatoethyl methacrylate). Procedure: A solution of agmatine hemisulfate (2.00 g, 11.2 mmol) dissolved in 20 mL of ethanol was treated with 2-isocyanatoethyl methacrylate (1.50 mL, 10.6 mmol) over the course of a few minutes. The solution was allowed to stir for 30 min after which time the reaction mixture was concentrated at ambient temperature. The resulting syrup was concentrated twice with toluene to give the title compound as a white foam. 1H NMR (500 MHz, D2O) δ 6.13 (s, 1H), 5.73 (s, 1H), 4.23 (t, J=4.8 Hz, 2H), 3.44 (t, J=4.... The solvent is C(C)O (ethanol). Conditions: time 30 minute. Reactants: B(Br)(Br)Br (Boron tribromide), BrC=1C=NC(=NC1)OC1=CC=C(C=C1)OC (5-Bromo-2-(4-methoxyphenoxy)pyrimidine), O (water). Solvent: C(Cl)Cl (methylene chloride). Reaction conditions: temperature -70 celsius, time 1 hour. Yields the product BrC=1C=NC(=NC1)OC1=CC=C(C=C1)O (4-(5-bromo-2-pyrimidyloxy)phenol). The yield is 92.1%. RXN SMILES: [Br:1][C:2]1[CH:3]=[N:4][C:5]([O:8][C:9]2[CH:14]=[CH:13][C:12]([O:15]C)=[CH:11][CH:10]=2)=[N:6][CH:7]=1.B(Br)(Br)Br.O>C(Cl)Cl>[Br:1][C:2]1[CH:7]=[N:6][C:5]([O:8][C:9]2[CH:10]=[CH:11][C:12]([OH:15])=[CH:13][CH:14]=2)=[N:4][CH:3]=1. Procedure: 5-Bromo-2-(4-methoxyphenoxy)pyrimidine (2.4 g) was dissolved in methylene chloride (50 ml) and the solution cooled to a temperature of -70° C. Boron tribromide (12.7 g) was added dropwise to the stirred solution, the temperature of the solution being maintained at -65° to -75° C. On completion of the addition the reaction mixture was stirred for a further one hour at a temperature of -65° to -75° C. and then the temperature of the reaction mixture was allowed to rise slowly to room temperature. ... The reactants are CC(C)(C)[Si](C)(C)Cl, CN(C)c1ccncc1, ClCCl, Cc1nn(C2CCC(O)CC2)c(C)c1I, c1c[nH]cn1. Product: Cc1nn(C2CCC(O[Si](C)(C)C(C)(C)C)CC2)c(C)c1I. Reaction SMILES: [C:16]([CH3:17])([CH3:18])([CH3:19])[Si:20]([CH3:21])([CH3:22])[Cl:23].[CH3:32][N:33]([CH3:34])[c:35]1[cH:36][cH:37][n:38][cH:39][cH:40]1.[Cl:29][CH2:30][Cl:31].[I:1][c:2]1[c:3]([CH3:15])[n:4][n:5]([CH:8]2[CH2:9][CH2:10][CH:11]([OH:14])[CH2:12][CH2:13]2)[c:6]1[CH3:7].[nH:24]1[cH:25][cH:26][n:27][cH:28]1>>[I:1][c:2]1[c:3]([CH3:15])[n:4][n:5]([CH:8]2[CH2:9][CH2:10][CH:11]([O:14][Si:20]([C:16]([CH3:17])([CH3:18])[CH3:19])([CH3:21])[CH3:22])[CH2:12][CH2:13]2)[c:6]1[CH3:7]. The reactants are C(C1=CC=CC=C1)N1C(=CC2=C(C=CC=C12)OC)CO (N-benzyl-2-hydroxymethyl-4-methoxyindole). The reagents and catalysts are [O-2].[O-2].[Mn+4] (manganese dioxide). The solvent is ClCCl (dichloromethane). Yields the product C(C1=CC=CC=C1)N1C(=CC2=C(C=CC=C12)OC)C=O (N-benzyl-4-methoxyindole-2-carboxaldehyde). Isolated yield 113.1%. As a reaction SMILES: [CH2:1]([N:8]1[C:16]2[C:11](=[C:12]([O:17][CH3:18])[CH:13]=[CH:14][CH:15]=2)[CH:10]=[C:9]1[CH2:19][OH:20])[C:2]1[CH:7]=[CH:6][CH:5]=[CH:4][CH:3]=1>ClCCl.[O-2].[O-2].[Mn+4]>[CH2:1]([N:8]1[C:16]2[C:11](=[C:12]([O:17][CH3:18])[CH:13]=[CH:14][CH:15]=2)[CH:10]=[C:9]1[CH:19]=[O:20])[C:2]1[CH:3]=[CH:4][CH:5]=[CH:6][CH:7]=1 |f:2.3.4|. Procedure details: A mixture of 3.2 g of N-benzyl-2-hydroxymethyl-4-methoxyindole (12 mmol) and 15 g of manganese dioxide (172 mmol) in 50 cc of dry dichloromethane was heated at reflux for 6 hours, cooled down to r.t. and filtered through celite. Concentration to dryness afford 3.6 g of a yellow solid. mp.130-31° C.